The task is: describe an organic reaction: reactants, conditions, products, and yield. This data is from the Open Reaction Database (ORD), a public repository of structured organic reaction records. The reactants are C(CCC)N1S(C(=C(C1=O)Cl)C1=CC=CC=C1)(=O)=O (2-butyl-4-chloro-5-phenylisothiazol-3(2H)-one 1,1-dioxide), N1(CCOCC1)CCCN (3-morpholin-4-ylpropan-1-amine), H+. Yields the product C(CCC)N1S(C(=C(C1=O)NCCCN1CCOCC1)C1=CC=CC=C1)(=O)=O (2-Butyl-4-[(3-morpholin-4-ylpropyl)amino]-5-phenylisothiazol-3(2H)-one 1,1-dioxide). Reaction SMILES: [CH2:1]([N:5]1[C:9](=[O:10])[C:8](Cl)=[C:7]([C:12]2[CH:17]=[CH:16][CH:15]=[CH:14][CH:13]=2)[S:6]1(=[O:19])=[O:18])[CH2:2][CH2:3][CH3:4].[N:20]1([CH2:26][CH2:27][CH2:28][NH2:29])[CH2:25][CH2:24][O:23][CH2:22][CH2:21]1>>[CH2:1]([N:5]1[C:9](=[O:10])[C:8]([NH:29][CH2:28][CH2:27][CH2:26][N:20]2[CH2:25][CH2:24][O:23][CH2:22][CH2:21]2)=[C:7]([C:12]2[CH:17]=[CH:16][CH:15]=[CH:14][CH:13]=2)[S:6]1(=[O:19])=[O:18])[CH2:2][CH2:3][CH3:4]. Procedure details: The title compound was prepared from 2-butyl-4-chloro-5-phenylisothiazol-3(2H)-one 1,1-dioxide and 3-morpholin-4-ylpropan-1-amine in a similar manner as described for e.g. Example 6 and 7. 1H NMR (500 MHz, CDCl3): δ 7.58 (bs, 1H), 7.58-7.52 (m, 2H), 7.48-7.40 (m, 3H), 3.84-3.78 (m, 4H), 3.70 (t, 2H), 2.98-2.92 (m, 2H), 2.50-2.38 (m, 6H), 1.86-1.80 (m, 2H), 1.62-1.52 (m, 2H), 1.50-1.40 (m, 2H), 0.98 (t, 3H); 13C NMR (125 MHz, CDCl3): δ 159.3, 136.4, 131.8, 129.5, 128.7, 125.7, 105.9, 66.9, 58.3, ... Reactants: C(=O)([O-])[O-].[Na+].[Na+] (Na2CO3), ClC1=NC=C(C(=N1)N(CCCOC=1C=C2CC[C@H](C2=CC1)CC(=O)OCC)C)C (ethyl ((1S)-5-{3-[(2-chloro-5-methyl-4-pyrimidinyl)(methyl)amino]propoxy}-2,3-dihydro-1H-inden-1-yl)acetate), C(C)C1=CC=C(C=C1)B(O)O (4-ethylphenyl boronic acid), C(Cl)Cl (CH2Cl2). Reagents/catalysts: C1=CC=C(C=C1)P([C-]2C=CC=C2)C3=CC=CC=C3.C1=CC=C(C=C1)P([C-]2C=CC=C2)C3=CC=CC=C3.Cl[Pd]Cl.[Fe+2] (PdCl2(dppf)). Run in O1CCOCC1 (1,4-dioxane), C1(=CC=CC=C1)C (toluene), CCOC(=O)C (EtOAc). Conditions: temperature 75 celsius, time 30 minute. Product: C(C)C1=CC=C(C=C1)C1=NC=C(C(=N1)N(CCCOC=1C=C2CC[C@H](C2=CC1)CC(=O)OCC)C)C (ethyl ((1S)-5-{3-[[2-(4-ethylphenyl)-5-methyl-4-pyrimidinyl](methyl)amino]propoxy}-2,3-dihydro-1H-inden-1-yl)acetate). Isolated yield 58.6%. Reaction SMILES: Cl[C:2]1[N:7]=[C:6]([N:8]([CH3:28])[CH2:9][CH2:10][CH2:11][O:12][C:13]2[CH:14]=[C:15]3[C:19](=[CH:20][CH:21]=2)[C@H:18]([CH2:22][C:23]([O:25][CH2:26][CH3:27])=[O:24])[CH2:17][CH2:16]3)[C:5]([CH3:29])=[CH:4][N:3]=1.[CH2:30]([C:32]1[CH:37]=[CH:36][C:35](B(O)O)=[CH:34][CH:33]=1)[CH3:31].C(Cl)Cl.C([O-])([O-])=O.[Na+].[Na+]>CCOC(C)=O.C1C=CC(P(C2C=CC=CC=2)[C-]2C=CC=C2)=CC=1.C1C=CC(P(C2C=CC=CC=2)[C-]2C=CC=C2)=CC=1.Cl[Pd]Cl.[Fe+2].O1CCOCC1.C1(C)C=CC=CC=1>[CH2:30]([C:32]1[CH:37]=[CH:36][C:35]([C:2]2[N:7]=[C:6]([N:8]([CH3:28])[CH2:9][CH2:10][CH2:11][O:12][C:13]3[CH:14]=[C:15]4[C:19](=[CH:20][CH:21]=3)[C@H:18]([CH2:22][C:23]([O:25][CH2:26][CH3:27])=[O:24])[CH2:17][CH2:16]4)[C:5]([CH3:29])=[CH:4][N:3]=2)=[CH:34][CH:33]=1)[CH3:31] |f:3.4.5,7.8.9.10|. Reported procedure: To a mixture of toluene (12 mL) and 1,4-dioxane (2.5 mL) were added ethyl ((1S)-5-{3-[(2-chloro-5-methyl-4-pyrimidinyl)(methyl)amino]propoxy}-2,3-dihydro-1H-inden-1-yl)acetate (Example 342, 205 mg, 0.49 mmol), 4-ethylphenyl boronic acid (294 mg, 1.96 mmol), and PdCl2(dppf).CH2Cl2 (35.9 mg, 0.05 mmol). A flow of argon was passed through the reaction mixture for 30 min, then Na2CO3 (2.45 mL, 4.91 mmol, 2 M aqueous solution) was added, and the reaction was stirred at 75° C. for 18 h. After cooling ...